From a dataset of the Open Reaction Database (ORD), a public repository of structured organic reaction records. describe an organic reaction: reactants, conditions, products, and yield Starting materials: FC1=C(C(=CC(=C1)[N+](=O)[O-])F)N1CCSCC1 (4-(2,6-difluoro-4-nitrophenyl)thiomorpholine). The reagents and catalysts are [Ni] (Raney nickel). Solvent: O1CCCC1 (tetrahydrofuran), O (water). Reaction conditions: time 24 hour. Product: EtOAc hexanes, FC=1C=C(N)C=C(C1N1CCSCC1)F (3,5-difluoro-4-(4-thiomorpholinyl)aniline). Reaction SMILES: [F:1][C:2]1[CH:7]=[C:6]([N+:8]([O-])=O)[CH:5]=[C:4]([F:11])[C:3]=1[N:12]1[CH2:17][CH2:16][S:15][CH2:14][CH2:13]1>O1CCCC1.[Ni].O>[F:11][C:4]1[CH:5]=[C:6]([CH:7]=[C:2]([F:1])[C:3]=1[N:12]1[CH2:17][CH2:16][S:15][CH2:14][CH2:13]1)[NH2:8]. Procedure details: A solution of 4-(2,6-difluoro-4-nitrophenyl)thiomorpholine (3.00 g, 11.5 mmol) in tetrahydrofuran (60 mL) is added to a Parr bottle containing a mixture of Raney nickel (1 g) in water (15 mL) under N2, and the reaction mixture is shaken on a Parr apparatus under a hydrogen atmosphere at 40 psi for 24 hrs. The catalyst is removed by filtration through Celite, rinsing with tetrahydrofuran and water, the filtrate is diluted with water (50 mL) and EtOAc (50 mL), and the layers are separated. The org...